From a dataset of the Open Reaction Database (ORD), a public repository of structured organic reaction records. describe an organic reaction: reactants, conditions, products, and yield Reactants: C(C)(C)(C)O (t-butylalcohol), N1=CC=CC=C1 (pyridine), CCOCC (ether), ClC(C(=O)Cl)Cl (dichloroacetyl chloride), ClC(C(=O)Cl)Cl (dichloroacetyl chloride). The solvent is O (Water). Run at time 3 hour. Yields the product C(C)(C)(C)OC(C(Cl)Cl)=O (α, α-dichloroacetic acid-t-butyl ester). Yield: 76.4%. As a reaction SMILES: [C:1]([OH:5])([CH3:4])([CH3:3])[CH3:2].N1C=CC=CC=1.CCOCC.[Cl:17][CH:18]([Cl:22])[C:19](Cl)=[O:20]>O>[C:1]([O:5][C:19](=[O:20])[CH:18]([Cl:22])[Cl:17])([CH3:4])([CH3:3])[CH3:2]. Procedure details: 74 g of t-butylalcohol, 79 g of pyridine and 250 ml of anhydrous ether were heated to boiling and 146 g of dichloroacetyl chloride were added dropwise to the reaction mixture at such a rate that the mixture continued to boil without further supply of heat. When all the dichloroacetyl chloride has been added, boiling was continued for 3 hours. Water was then added to the reaction mixture and the ethereal phase was separated off. The resulting reaction solution was processed in the usual manner to... Reactants: Cl, [Li+], C1COCCO1, [OH-], CCOC(=O)CC1CCc2c1[nH]c1ccc(OCc3ccc(-c4cnccn4)cc3)cc21. Yields the product O=C(O)CC1CCc2c1[nH]c1ccc(OCc3ccc(-c4cnccn4)cc3)cc21. Reaction SMILES: [ClH:35].[Li+:33].[O:36]1[CH2:37][CH2:38][O:39][CH2:40][CH2:41]1.[OH-:34].[n:1]1[c:2](-[c:7]2[cH:8][cH:9][c:10]([CH2:11][O:12][c:13]3[cH:14][c:15]4[c:16]5[c:17]([nH:18][c:19]4[cH:20][cH:21]3)[CH:22]([CH2:25][C:26](=[O:27])[O:28][CH2:29][CH3:30])[CH2:23][CH2:24]5)[cH:31][cH:32]2)[cH:3][n:4][cH:5][cH:6]1>>[n:1]1[c:2](-[c:7]2[cH:8][cH:9][c:10]([CH2:11][O:12][c:13]3[cH:14][c:15]4[c:16]5[c:17]([nH:18][c:19]4[cH:20][cH:21]3)[CH:22]([CH2:25][C:26](=[O:27])[OH:28])[CH2:23][CH2:24]5)[cH:31][cH:32]2)[cH:3][n:4][cH:5][cH:6]1. Starting materials: CC(=O)OC1CCC2(C)C(=CC(=O)C3C2CCC2(C)C(OC(C)=O)CCC32)C1, Cl, NO, O, c1ccncc1. Product: CC(=O)OC1CCC2(C)C(=CC(=NO)C3C2CCC2(C)C(OC(C)=O)CCC32)C1. Reaction SMILES: [C:1]([CH3:2])(=[O:3])[O:4][CH:5]1[CH2:6][C:7]2=[CH:8][C:9](=[O:28])[CH:10]3[CH:11]4[CH2:12][CH2:13][CH:14]([O:24][C:25]([CH3:26])=[O:27])[C:15]4([CH3:16])[CH2:17][CH2:18][CH:19]3[C:20]2([CH3:23])[CH2:21][CH2:22]1.[ClH:29].[NH2:30][OH:31].[OH2:32].[cH:33]1[cH:34][cH:35][n:36][cH:37][cH:38]1>>[C:1]([CH3:2])(=[O:3])[O:4][CH:5]1[CH2:6][C:7]2=[CH:8][C:9](=[N:30][OH:31])[CH:10]3[CH:11]4[CH2:12][CH2:13][CH:14]([O:24][C:25]([CH3:26])=[O:27])[C:15]4([CH3:16])[CH2:17][CH2:18][CH:19]3[C:20]2([CH3:23])[CH2:21][CH2:22]1. RXN SMILES: [Cl:44][CH2:45][Cl:46].[F:1][c:2]1[c:3]([CH:4]=[O:5])[cH:6][cH:7][cH:8][cH:9]1.[NH:10]1[CH2:11][CH:12]([O:15][C:16](=[O:17])[N:18]2[CH2:19][CH2:20][CH:21]([O:24][c:25]3[n:26][cH:27][n:28][c:29]([N:31]4[CH2:32][CH2:33][c:34]5[cH:35][c:36]([S:40](=[O:41])(=[O:42])[CH3:43])[cH:37][cH:38][c:39]54)[cH:30]3)[CH2:22][CH2:23]2)[CH2:13][CH2:14]1>>[F:1][c:2]1[c:3]([CH2:4][N:10]2[CH2:11][CH:12]([O:15][C:16](=[O:17])[N:18]3[CH2:19][CH2:20][CH:21]([O:24][c:25]4[n:26][cH:27][n:28][c:29]([N:31]5[CH2:32][CH2:33][c:34]6[cH:35][c:36]([S:40](=[O:41])(=[O:42])[CH3:43])[cH:37][cH:38][c:39]65)[cH:30]4)[CH2:22][CH2:23]3)[CH2:13][CH2:14]2)[cH:6][cH:7][cH:8][cH:9]1. The reactants are ClCCl, O=Cc1ccccc1F, CS(=O)(=O)c1ccc2c(c1)CCN2c1cc(OC2CCN(C(=O)OC3CCNC3)CC2)ncn1. Yields the product CS(=O)(=O)c1ccc2c(c1)CCN2c1cc(OC2CCN(C(=O)OC3CCN(Cc4ccccc4F)C3)CC2)ncn1. Starting materials: ClC1=NC=C(C=2C1=CN(N2)C2=C(C=CC=C2F)Cl)F (4-Chloro-2-(2-chloro-6-fluorophenyl)-7-fluoro-2H-pyrazolo[4,3-c]pyridine), Br[Si](C)(C)C (bromotrimethylsilane), resultant mixture. The solvent is C(CC)#N (propionitrile), C(C)(=O)OCC (ethyl acetate). Reaction conditions: temperature 100 celsius. The product is BrC1=NC=C(C=2C1=CN(N2)C2=C(C=CC=C2F)Cl)F (4-Bromo-2-(2-chloro-6-fluorophenyl)-7-fluoro-2H-pyrazolo[4,3-c]pyridine). Yield: 100.6%. Reaction SMILES: Cl[C:2]1[C:7]2=[CH:8][N:9]([C:11]3[C:16]([F:17])=[CH:15][CH:14]=[CH:13][C:12]=3[Cl:18])[N:10]=[C:6]2[C:5]([F:19])=[CH:4][N:3]=1.[Br:20][Si](C)(C)C>C(#N)CC.C(OCC)(=O)C>[Br:20][C:2]1[C:7]2=[CH:8][N:9]([C:11]3[C:16]([F:17])=[CH:15][CH:14]=[CH:13][C:12]=3[Cl:18])[N:10]=[C:6]2[C:5]([F:19])=[CH:4][N:3]=1. Procedure details: 4-Chloro-2-(2-chloro-6-fluorophenyl)-7-fluoro-2H-pyrazolo[4,3-c]pyridine (3.05 g, 10.1 mmol) was suspended in propionitrile (60 mL) under an atmosphere of nitrogen and bromotrimethylsilane (4.0 mL, 30.0 mmol) was added. The reaction mixture was heated at 100° C. overnight. The resultant mixture was cooled to room temperature, diluted with ethyl acetate and washed with saturated aqueous sodium bicarbonate solution. The layers were separated and the organic layer was washed with brine, dried over ... The reactants are BrCC(=O)OCC (ethyl bromoacetate), alcoholate, C(C)(=O)C1=CC=C(C=C1)C1=CC(=C(C=C1)Cl)Cl (4-acetyl-3',4'-dichlorobiphenyl), S(O)(O)(=O)=O (sulfuric acid). Reagents/catalysts: [Zn] (zinc). Run in C1=CC=CC=C1 (benzene). Yields the product C(C)OC(CC(C)(O)C1=CC=C(C=C1)C1=CC(=C(C=C1)Cl)Cl)=O (3-(3',4'-dichloro-4-biphenylyl)-3-hydroxybutyric acid ethyl ester). As a reaction SMILES: Br[CH2:2][C:3]([O:5][CH2:6][CH3:7])=[O:4].[C:8]([C:11]1[CH:16]=[CH:15][C:14]([C:17]2[CH:22]=[CH:21][C:20]([Cl:23])=[C:19]([Cl:24])[CH:18]=2)=[CH:13][CH:12]=1)(=[O:10])[CH3:9].S(=O)(=O)(O)O>[Zn].C1C=CC=CC=1>[CH2:6]([O:5][C:3](=[O:4])[CH2:2][C:8]([C:11]1[CH:16]=[CH:15][C:14]([C:17]2[CH:22]=[CH:21][C:20]([Cl:23])=[C:19]([Cl:24])[CH:18]=2)=[CH:13][CH:12]=1)([OH:10])[CH3:9])[CH3:7]. Procedure details: A mixture of 20 g. of ethyl bromoacetate, 26.5 g. of 4-acetyl-3',4'-dichlorobiphenyl and 8 g. of zinc foil is added to 100 ml. of benzene and the mixture is stirred and heated under reflux for one hour. It is cooled and dilute sulfuric acid is added to decompose the alcoholate obtained. The organic phase is separated off and, after the customary work up, 3-(3',4'-dichloro-4-biphenylyl)-3-hydroxybutyric acid ethyl ester is obtained.